This data is from the Open Reaction Database (ORD), a public repository of structured organic reaction records. The task is: describe an organic reaction: reactants, conditions, products, and yield Starting materials: BrC1=C(C=C(C(=C1)S(=O)(=O)C)C)C (4-bromo-6-methylsulfonyl-m-xylene), S(O)(O)(=O)=O (sulfuric acid), ClCl (chlorine). Reaction conditions: time 1 hour. The product is ClC1=C(C(=CC(=C1C)Br)S(=O)(=O)C)C (2-chloro-4-bromo-6-methylsulfonyl-m-xylene). RXN SMILES: [Br:1][C:2]1[CH:7]=[C:6]([S:8]([CH3:11])(=[O:10])=[O:9])[C:5]([CH3:12])=[CH:4][C:3]=1[CH3:13].S(=O)(=O)(O)O.[Cl:19]Cl>>[Cl:19][C:4]1[C:3]([CH3:13])=[C:2]([Br:1])[CH:7]=[C:6]([S:8]([CH3:11])(=[O:10])=[O:9])[C:5]=1[CH3:12]. Reported procedure: 2.0 g of the crude 4-bromo-6-methylsulfonyl-m-xylene obtained in Example 1 was added to 8 ml of 20% fuming sulfuric acid. A chlorine gas was flown little by little while stirring at room temperature in a reactor provided with a dry ice trap at the upper part. After one hour, the reaction liquor was added to ice, and was extracted twice with 30 ml of EDC. The EDC solution was washed with 50 ml of water and then with 20 ml of a saturated aqueous solution of common salt, and was dried over anhydrou... Starting materials: CCc1cccc2cc(C(C)=O)oc12, OCCO, Cc1ccccc1, O, Cc1ccc(S(=O)(=O)O)cc1. Product: CCc1cccc2cc(C3(C)OCCO3)oc12. As a reaction SMILES: [C:1]([CH3:2])(=[O:3])[c:4]1[o:5][c:6]2[c:7]([cH:8]1)[cH:9][cH:10][cH:11][c:12]2[CH2:13][CH3:14].[CH2:26]([CH2:27][OH:28])[OH:29].[CH3:31][c:32]1[cH:33][cH:34][cH:35][cH:36][cH:37]1.[OH2:30].[c:15]1([CH3:16])[cH:17][cH:18][c:19]([S:20]([OH:21])(=[O:22])=[O:23])[cH:24][cH:25]1>>[C:1]1([CH3:2])([c:4]2[o:5][c:6]3[c:7]([cH:8]2)[cH:9][cH:10][cH:11][c:12]3[CH2:13][CH3:14])[O:3][CH2:26][CH2:27][O:28]1. Reactants: ClC1=CC=C(C=N1)CNC (1-(6-chloropyridin-3-yl)-N-methylmethanamine), O.NN (hydrazine hydrate). Run at temperature 150 celsius, time 12 hour. The product is N(N)C1=CC=C(C=N1)CNC (1-(6-Hydrazinopyridin-3-yl)-N-methylmethanamine). RXN SMILES: Cl[C:2]1[N:7]=[CH:6][C:5]([CH2:8][NH:9][CH3:10])=[CH:4][CH:3]=1.O.[NH2:12][NH2:13]>>[NH:12]([C:2]1[N:7]=[CH:6][C:5]([CH2:8][NH:9][CH3:10])=[CH:4][CH:3]=1)[NH2:13] |f:1.2|. Procedure details: 1.0 g (6.4 mmol) 1-(6-chloropyridin-3-yl)-N-methylmethanamine [for preparation see EP 0 556 684-A1] are initially introduced into 1.5 ml (1.6 g, 31.9 mmol) hydrazine hydrate and the mixture is stirred at the boiling point at a bath temperature of 150° C. for 12 h. The cooled reaction solution is concentrated and the residue is dried in vacuo. 1.1 g of the title compound, which is employed without further purification, are obtained. The reactants are CC(C)(C)c1cc(C(=O)CBr)cc(C(C)(C)C)c1O, CCCCCC, COCCOC, [I-], [Na+]. Yields the product CC(C)(C)c1cc(C(=O)CI)cc(C(C)(C)C)c1O. Reaction SMILES: [Br:1][CH2:2][C:3](=[O:4])[c:5]1[cH:6][c:7]([C:16]([CH3:17])([CH3:18])[CH3:19])[c:8]([OH:15])[c:9]([C:11]([CH3:12])([CH3:13])[CH3:14])[cH:10]1.[CH3:22][CH2:23][CH2:24][CH2:25][CH2:26][CH3:27].[CH3:28][O:29][CH2:30][CH2:31][O:32][CH3:33].[I-:21].[Na+:20]>>[CH2:2]([C:3](=[O:4])[c:5]1[cH:6][c:7]([C:16]([CH3:17])([CH3:18])[CH3:19])[c:8]([OH:15])[c:9]([C:11]([CH3:12])([CH3:13])[CH3:14])[cH:10]1)[I:21].